From a dataset of the Open Reaction Database (ORD), a public repository of structured organic reaction records. describe an organic reaction: reactants, conditions, products, and yield Starting materials: solution, C([O-])([O-])=O.[Na+].[Na+] (sodium carbonate), N(=[N+]=[N-])C(C)C=1N=C2N(C(C1Br)=O)C(=CS2)C (7-(1-azidoethyl)-6-bromo-3-methyl-5H-[1,3]thiazolo[3,2-a]pyrimidin-5-one), FC=1C=C(C=CC1)B(O)O ((3-fluorophenyl)boronic acid). The reagents and catalysts are C=1C=CC(=CC1)[P](C=2C=CC=CC2)(C=3C=CC=CC3)[Pd]([P](C=4C=CC=CC4)(C=5C=CC=CC5)C=6C=CC=CC6)([P](C=7C=CC=CC7)(C=8C=CC=CC8)C=9C=CC=CC9)[P](C=1C=CC=CC1)(C=1C=CC=CC1)C=1C=CC=CC1 (tetrakis(triphenylphosphine)palladium). Run in O (water), CCOC(=O)C (EtOAc), O1CCOCC1 (1,4-dioxane). Conditions: temperature 100 celsius. Product: N(=[N+]=[N-])C(C)C=1N=C2N(C(C1C1=CC(=CC=C1)F)=O)C(=CS2)C (7-(1-azidoethyl)-6-(3-fluorophenyl)-3-methyl-5H-[1,3]thiazolo[3,2-a]pyrimidin-5-one). Isolated yield 33.4%. As a reaction SMILES: [N:1]([CH:4]([C:6]1[N:7]=[C:8]2[S:16][CH:15]=[C:14]([CH3:17])[N:9]2[C:10](=[O:13])[C:11]=1Br)[CH3:5])=[N+:2]=[N-:3].[F:18][C:19]1[CH:20]=[C:21](B(O)O)[CH:22]=[CH:23][CH:24]=1.C(=O)([O-])[O-].[Na+].[Na+]>O1CCOCC1.O.CCOC(C)=O.C1C=CC([P]([Pd]([P](C2C=CC=CC=2)(C2C=CC=CC=2)C2C=CC=CC=2)([P](C2C=CC=CC=2)(C2C=CC=CC=2)C2C=CC=CC=2)[P](C2C=CC=CC=2)(C2C=CC=CC=2)C2C=CC=CC=2)(C2C=CC=CC=2)C2C=CC=CC=2)=CC=1>[N:1]([CH:4]([C:6]1[N:7]=[C:8]2[S:16][CH:15]=[C:14]([CH3:17])[N:9]2[C:10](=[O:13])[C:11]=1[C:23]1[CH:22]=[CH:21][CH:20]=[C:19]([F:18])[CH:24]=1)[CH3:5])=[N+:2]=[N-:3] |f:2.3.4,^1:50,52,71,90|. Reported procedure: To a mixture of 7-(1-azidoethyl)-6-bromo-3-methyl-5H-[1,3]thiazolo[3,2-a]pyrimidin-5-one (from example 8, step 3; 0.100 g, 0.318 mmol) and (3-fluorophenyl)boronic acid (53.4 mg, 0.382 mmol) in 1,4-dioxane (2 mL) was added a 1 M solution of sodium carbonate (40.5 mg, 0.382 mmol) in water (0.38 mL) and tetrakis(triphenylphosphine)palladium (0) (18.4 mg, 0.0159 mmol). The reaction mixture was heated at 100° C. overnight. After cooling to rt, the mixture was diluted with EtOAc, washed with water, br...